Dataset: the Open Reaction Database (ORD), a public repository of structured organic reaction records. Task: describe an organic reaction: reactants, conditions, products, and yield The reactants are BrC(C(=O)OCC)C (Ethyl 2-bromopropionate), C1(=CC=CC=C1)C1=NC2=CC=CC=C2C(=C1)O (2-phenyl-4-quinolinol), C([O-])([O-])=O.[K+].[K+] (potassium carbonate). Solvent: C(C)C(=O)C (methyl ethyl ketone). Product: C1(=CC=CC=C1)C1=NC2=CC=CC=C2C(=C1)OC(C(=O)OCC)C (Ethyl 2-[(2-phenyl-4-quinolyl)oxy]propionate). As a reaction SMILES: Br[CH:2]([CH3:8])[C:3]([O:5][CH2:6][CH3:7])=[O:4].[C:9]1([C:15]2[CH:24]=[C:23]([OH:25])[C:22]3[C:17](=[CH:18][CH:19]=[CH:20][CH:21]=3)[N:16]=2)[CH:14]=[CH:13][CH:12]=[CH:11][CH:10]=1.C(=O)([O-])[O-].[K+].[K+]>C(C(C)=O)C>[C:9]1([C:15]2[CH:24]=[C:23]([O:25][CH:2]([CH3:8])[C:3]([O:5][CH2:6][CH3:7])=[O:4])[C:22]3[C:17](=[CH:18][CH:19]=[CH:20][CH:21]=3)[N:16]=2)[CH:10]=[CH:11][CH:12]=[CH:13][CH:14]=1 |f:2.3.4|. Procedure details: Ethyl 2-bromopropionate (4.3 cc) is added dropwise to a stirred suspension of 2-phenyl-4-quinolinol (6.63 g) and potassium carbonate (8.3 g) in methyl ethyl ketone (200 cc). The mixture is heated for three hours under reflux. The mixture is brought back to room temperature (approximately 20° C.), the insoluble material drained and the solvents removed under reduced pressure. The residue is taken up with 40°-70° petroleum ether (100 cc) and drained. Ethyl 2-[(2-phenyl-4-quinolyl)oxy]propionate (9...